Dataset: the Open Reaction Database (ORD), a public repository of structured organic reaction records. Task: describe an organic reaction: reactants, conditions, products, and yield Starting materials: O=C(O)C(c1ccc(F)cc1)c1ccc(F)cc1, CCC(=O)Nc1cccc(C2CCN(CCCN)CC2)c1. Product: CCC(=O)Nc1cccc(C2CCN(CCCNC(=O)C(c3ccc(F)cc3)c3ccc(F)cc3)CC2)c1. Reaction SMILES: [F:1][c:2]1[cH:3][cH:4][c:5]([CH:8]([C:9](=[O:10])[OH:11])[c:12]2[cH:13][cH:14][c:15]([F:18])[cH:16][cH:17]2)[cH:6][cH:7]1.[NH2:19][CH2:20][CH2:21][CH2:22][N:23]1[CH2:24][CH2:25][CH:26]([c:29]2[cH:30][c:31]([NH:35][C:36]([CH2:37][CH3:38])=[O:39])[cH:32][cH:33][cH:34]2)[CH2:27][CH2:28]1>>[F:1][c:2]1[cH:3][cH:4][c:5]([CH:8]([C:9](=[O:11])[NH:19][CH2:20][CH2:21][CH2:22][N:23]2[CH2:24][CH2:25][CH:26]([c:29]3[cH:30][c:31]([NH:35][C:36]([CH2:37][CH3:38])=[O:39])[cH:32][cH:33][cH:34]3)[CH2:27][CH2:28]2)[c:12]2[cH:13][cH:14][c:15]([F:18])[cH:16][cH:17]2)[cH:6][cH:7]1. Starting materials: ClC1=CC=C(C=C1)C(CCN(CCCCN)C)C1=NC=CC=C1 (N-[3-(4-chlorophenyl)-3-(2-pyridyl)propyl]-N-methyl-1,4-butanediamine), C(#N)NC(OC1=CC=CC=C1)=NCCCOC1=CC(=CC=C1)CN1CCCCC1 (N-cyano-O-phenyl-N'-[3-[3-(piperidinomethyl)phenoxy]propyl]isourea). The solvent is C(Cl)Cl.CO (methylene chloride methanol). Product: ClC1=CC=C(C=C1)C(CCN(C)CCCCNC(=NCCCOC1=CC(=CC=C1)CN1CCCCC1)NC#N)C1=NC=CC=C1 (N-[4-[N-[3-(4-chlorophenyl)-3-(2-pyridyl)propyl]-N-methylamino]butyl]-N'-cyano-N"-[3-[3-(piperidinomethyl)phenoxy]propyl]guanidine). As a reaction SMILES: [Cl:1][C:2]1[CH:7]=[CH:6][C:5]([CH:8]([C:18]2[CH:23]=[CH:22][CH:21]=[CH:20][N:19]=2)[CH2:9][CH2:10][N:11]([CH3:17])[CH2:12][CH2:13][CH2:14][CH2:15][NH2:16])=[CH:4][CH:3]=1.[C:24]([NH:26][C:27](=[N:35][CH2:36][CH2:37][CH2:38][O:39][C:40]1[CH:45]=[CH:44][CH:43]=[C:42]([CH2:46][N:47]2[CH2:52][CH2:51][CH2:50][CH2:49][CH2:48]2)[CH:41]=1)OC1C=CC=CC=1)#[N:25]>C(Cl)Cl.CO>[Cl:1][C:2]1[CH:3]=[CH:4][C:5]([CH:8]([C:18]2[CH:23]=[CH:22][CH:21]=[CH:20][N:19]=2)[CH2:9][CH2:10][N:11]([CH2:12][CH2:13][CH2:14][CH2:15][NH:16][C:27]([NH:26][C:24]#[N:25])=[N:35][CH2:36][CH2:37][CH2:38][O:39][C:40]2[CH:45]=[CH:44][CH:43]=[C:42]([CH2:46][N:47]3[CH2:52][CH2:51][CH2:50][CH2:49][CH2:48]3)[CH:41]=2)[CH3:17])=[CH:6][CH:7]=1 |f:2.3|. Procedure details: Preparation is effected analogously to Example 1, using 0.99 g (3 mmol) of N-[3-(4-chlorophenyl)-3-(2-pyridyl)propyl]-N-methyl-1,4-butanediamine and 1.17 g (3 mmol) of N-cyano-O-phenyl-N'-[3-[3-(piperidinomethyl)phenoxy]propyl]isourea as starting materials. Working up by chromatography (eluant: methylene chloride/methanol 98+2) analogously to Example 1 yields the purified title compound in the form of a viscous oil; MS (+FAB method): m/z (rel. int.[%])=630 ([M+H]+, 7), 230 (100); IR (KBr): 2164 ... The reactants are O=[N+]([O-])c1ccc(Cl)nc1, [H-], NC1CCCCC1, [Na+], C1CCOC1. The product is O=[N+]([O-])c1ccc(NC2CCCCC2)nc1. RXN SMILES: [Cl:10][c:11]1[n:12][cH:13][c:14]([N+:17](=[O:18])[O-:19])[cH:15][cH:16]1.[H-:1].[NH2:3][CH:4]1[CH2:5][CH2:6][CH2:7][CH2:8][CH2:9]1.[Na+:2].[O:20]1[CH2:21][CH2:22][CH2:23][CH2:24]1>>[NH:3]([CH:4]1[CH2:5][CH2:6][CH2:7][CH2:8][CH2:9]1)[c:11]1[n:12][cH:13][c:14]([N+:17](=[O:18])[O-:19])[cH:15][cH:16]1.